Dataset: the Open Reaction Database (ORD), a public repository of structured organic reaction records. Task: describe an organic reaction: reactants, conditions, products, and yield Reactants: ice water, O=P(Cl)(Cl)Cl (POCl3), CN(C1=CC=CC=C1)C=O (N-methylformanilide), C(C1=CC=CC=C1)OC1=C(C(=CC=C1)OCC1=CC=CC=C1)OCC1=CC=CC=C1 (1,2,3-Tribenzyloxybenzene). Solvent: CN(C)C=O (DMF). Run at temperature 60 celsius, time 2 hour. The product is C(C1=CC=CC=C1)OC1=C(C=O)C=CC(=C1OCC1=CC=CC=C1)OCC1=CC=CC=C1 (2,3,4-Tribenzyloxybenzaldehyde). Isolated yield 91.5%. RXN SMILES: O=P(Cl)(Cl)Cl.CN([CH:14]=[O:15])C1C=CC=CC=1.[CH2:16]([O:23][C:24]1[CH:29]=[CH:28][CH:27]=[C:26]([O:30][CH2:31][C:32]2[CH:37]=[CH:36][CH:35]=[CH:34][CH:33]=2)[C:25]=1[O:38][CH2:39][C:40]1[CH:45]=[CH:44][CH:43]=[CH:42][CH:41]=1)[C:17]1[CH:22]=[CH:21][CH:20]=[CH:19][CH:18]=1>CN(C=O)C>[CH2:31]([O:30][C:26]1[C:25]([O:38][CH2:39][C:40]2[CH:45]=[CH:44][CH:43]=[CH:42][CH:41]=2)=[C:24]([O:23][CH2:16][C:17]2[CH:18]=[CH:19][CH:20]=[CH:21][CH:22]=2)[CH:29]=[CH:28][C:27]=1[CH:14]=[O:15])[C:32]1[CH:33]=[CH:34][CH:35]=[CH:36][CH:37]=1. Procedure: Kolonits, P. et al., Acta Chim. Hung. 113:367 (1983). POCl3 (155 mL, 1.66 mol) was slowly added to N-methylformanilide (175 mL, 1.4 mol) at room temperature under Ar which resulted in formation of a yellow solid. After 2 h, the solid was treated with a solution of 1,2,3-tribenzyloxybenzene 8 (20 g, 51 mmol) in anhydrous DMF (40 mL) and heated to 60° C. After 3 h, the resulting crimson solution was cooled to room temperature and then poured into ice water (3 L) with vigorous stirring for 12 h. Th... The reactants are COC1=C(C=CC=C1)CC(=O)O (2-(2-methoxyphenyl)acetic acid), C(C)(C)N(C(C)C)CC (N,N diisopropylethylamine), C(C(=O)Cl)(=O)Cl (oxalyl chloride), NC(C(=O)OCC)=NO (ethyl 2-amino-2-(hydroxyimino)acetate). Run in ClCCl (dichloromethane), CN(C)C=O (DMF), N1=CC=CC=C1 (pyridine), ClCCl (dichloromethane). Yields the product COC1=C(CC2=NC(=NO2)C(=O)OCC)C=CC=C1 (ethyl 5-(2-methoxybenzyl)-1,2,4-oxadiazole-3-carboxylate). Yield: 34.9%. Reaction SMILES: [CH3:1][O:2][C:3]1[CH:8]=[CH:7][CH:6]=[CH:5][C:4]=1[CH2:9][C:10]([OH:12])=O.C(Cl)(=O)C(Cl)=O.[NH2:19][C:20](=[N:26]O)[C:21]([O:23][CH2:24][CH3:25])=[O:22].C(N(CC)C(C)C)(C)C>ClCCl.N1C=CC=CC=1.CN(C=O)C>[CH3:1][O:2][C:3]1[CH:8]=[CH:7][CH:6]=[CH:5][C:4]=1[CH2:9][C:10]1[O:12][N:26]=[C:20]([C:21]([O:23][CH2:24][CH3:25])=[O:22])[N:19]=1. Procedure: This compound was prepared according to general method 2 with (step I) 2-(2-methoxyphenyl)acetic acid (0.629 g; 3.78 mmol) and oxalyl chloride (0.352 mL; 4.16 mmol) in dichloromethane (12 mL) with few drops of DMF and (step II) ethyl 2-amino-2-(hydroxyimino)acetate (0.5 g; 3.78 mmol) and N,N diisopropylethylamine (1.05 mL; 6.06 mmol) in dichloromethane (6 mL) and (step III) pyridine (18 mL). The crude material was purified by flash chromatography on silica (eluent 20 to 100% ethyl acetate in hep... Starting materials: CC=1C=C(C=2N(C1)N=C(N2)NC2CCN(CC2)C2=NC=NC(=C2)C)C=2C=C(CNC(OC(C)(C)C)=O)C=CC2 (tert-butyl 3-(6-methyl-2-(1-(6-methylpyrimidin-4-yl)piperidin-4-ylamino)-[1,2,4]triazolo[1,5-a]pyridin-8-yl)benzylcarbamate), solution, Cl (HCl). Run in C(Cl)Cl (methylene chloride), CCOCC (Ether). The product is Cl.Cl.NCC=1C=C(C=CC1)C=1C=2N(C=C(C1)C)N=C(N2)NC2CCN(CC2)C2=NC=NC(=C2)C (8-(3-(Aminomethyl)phenyl)-6-methyl-N-(1-(6-methylpyrimidin-4-yl)piperidin-4-yl)-[1,2,4]triazolo[1,5-a]pyridin-2-amine dihydrochloride). Isolated yield 89.0%. RXN SMILES: [CH3:1][C:2]1[CH:3]=[C:4]([C:25]2[CH:26]=[C:27]([CH:37]=[CH:38][CH:39]=2)[CH2:28][NH:29]C(=O)OC(C)(C)C)[C:5]2[N:6]([N:8]=[C:9]([NH:11][CH:12]3[CH2:17][CH2:16][N:15]([C:18]4[CH:23]=[C:22]([CH3:24])[N:21]=[CH:20][N:19]=4)[CH2:14][CH2:13]3)[N:10]=2)[CH:7]=1.[ClH:40]>C(Cl)Cl.CCOCC>[ClH:40].[ClH:40].[NH2:29][CH2:28][C:27]1[CH:26]=[C:25]([C:4]2[C:5]3[N:6]([N:8]=[C:9]([NH:11][CH:12]4[CH2:13][CH2:14][N:15]([C:18]5[CH:23]=[C:22]([CH3:24])[N:21]=[CH:20][N:19]=5)[CH2:16][CH2:17]4)[N:10]=3)[CH:7]=[C:2]([CH3:1])[CH:3]=2)[CH:39]=[CH:38][CH:37]=1 |f:4.5.6|. Procedure details: To a solution of tert-butyl 3-(6-methyl-2-(1-(6-methylpyrimidin-4-yl)piperidin-4-ylamino)-[1,2,4]triazolo[1,5-a]pyridin-8-yl)benzylcarbamate (46 mg, 87.0 μmol) in methylene chloride (1 mL) was added 2 M solution of HCl in Ether (500 μL). The suspension was stirred at room temperature over night. The solvent was decanted and the residue was digerated with diethyl ether three times. The title compound was dried under reduced pressure and was obtained as a yellow solid (39 mg, 89%). MS ISP (m/e): 4... Reactants: CCO, CC(=O)C1(Sc2ccccc2)CC1, O=Cc1ccc(Cl)cc1, [Na+], [OH-], O. Yields the product O=C(C=Cc1ccc(Cl)cc1)C1(Sc2ccccc2)CC1. Reaction SMILES: [CH3:26][CH2:27][OH:28].[CH3:4][C:5](=[O:6])[C:7]1([S:10][c:11]2[cH:12][cH:13][cH:14][cH:15][cH:16]2)[CH2:8][CH2:9]1.[Cl:17][c:18]1[cH:19][cH:20][c:21]([CH:22]=[O:23])[cH:24][cH:25]1.[Na+:3].[OH-:2].[OH2:1]>>[CH:4]([C:5](=[O:6])[C:7]1([S:10][c:11]2[cH:12][cH:13][cH:14][cH:15][cH:16]2)[CH2:8][CH2:9]1)=[CH:22][c:21]1[cH:20][cH:19][c:18]([Cl:17])[cH:25][cH:24]1. Starting materials: [Ag+2], C=CC(F)(F)Br, O=C([O-])[O-], Cc1nc(N2CCc3ccccc3CC2)c(C#N)c(=O)[nH]1. The product is C=CC(F)(F)Oc1nc(C)nc(N2CCc3ccccc3CC2)c1C#N. Reaction SMILES: [Ag+2:32].[Br:22][C:23]([CH:24]=[CH2:25])([F:26])[F:27].[C:28](=[O:29])([O-:30])[O-:31].[CH3:1][c:2]1[nH:3][c:4](=[O:21])[c:5]([C:19]#[N:20])[c:6]([N:8]2[CH2:9][CH2:10][c:11]3[c:12]([cH:15][cH:16][cH:17][cH:18]3)[CH2:13][CH2:14]2)[n:7]1>>[CH3:1][c:2]1[n:3][c:4]([O:21][C:23]([CH:24]=[CH2:25])([F:26])[F:27])[c:5]([C:19]#[N:20])[c:6]([N:8]2[CH2:9][CH2:10][c:11]3[c:12]([cH:15][cH:16][cH:17][cH:18]3)[CH2:13][CH2:14]2)[n:7]1.